From a dataset of the Open Reaction Database (ORD), a public repository of structured organic reaction records. describe an organic reaction: reactants, conditions, products, and yield Starting materials: C1COCCO1, CCCC[Sn](CCCC)(CCCC)c1cc(C)no1, Fc1cc(Cl)cnc1F. Yields the product Cc1cc(-c2cnc(F)c(F)c2)on1. RXN SMILES: [CH2:29]1[O:30][CH2:31][CH2:32][O:33][CH2:34]1.[CH3:10][c:11]1[n:12][o:13][c:14]([Sn:16]([CH2:17][CH2:18][CH2:19][CH3:20])([CH2:21][CH2:22][CH2:23][CH3:24])[CH2:25][CH2:26][CH2:27][CH3:28])[cH:15]1.[Cl:1][c:2]1[cH:3][c:4]([F:9])[c:5]([F:8])[n:6][cH:7]1>>[c:2]1(-[c:14]2[o:13][n:12][c:11]([CH3:10])[cH:15]2)[cH:3][c:4]([F:9])[c:5]([F:8])[n:6][cH:7]1. Reactants: C(C)OC(=O)C1=NN(C(=C1)C)C1=C(C=CC=C1Cl)Cl (1-(2,6-dichlorophenyl)-5-methyl-1H-pyrazole-3-carboxylic acid ethyl ester), BrN1C(CCC1=O)=O (N-bromosuccinimide), C(C1=CC=CC=C1)(=O)OOC(C1=CC=CC=C1)=O (benzoyl peroxide). Run in C(Cl)(Cl)(Cl)Cl (carbon tetrachloride). Reaction conditions: time 2 hour. Product: C(C)OC(=O)C1=NN(C(=C1)CBr)C1=C(C=CC=C1Cl)Cl (5-bromomethyl-1-(2,6-dichlorophenyl)-1H-pyrazole-3-carboxylic acid ethyl ester). As a reaction SMILES: [CH2:1]([O:3][C:4]([C:6]1[CH:10]=[C:9]([CH3:11])[N:8]([C:12]2[C:17]([Cl:18])=[CH:16][CH:15]=[CH:14][C:13]=2[Cl:19])[N:7]=1)=[O:5])[CH3:2].[Br:20]N1C(=O)CCC1=O.C(OOC(=O)C1C=CC=CC=1)(=O)C1C=CC=CC=1>C(Cl)(Cl)(Cl)Cl>[CH2:1]([O:3][C:4]([C:6]1[CH:10]=[C:9]([CH2:11][Br:20])[N:8]([C:12]2[C:17]([Cl:18])=[CH:16][CH:15]=[CH:14][C:13]=2[Cl:19])[N:7]=1)=[O:5])[CH3:2]. Reported procedure: A 2 L flask was charged with 44.6 g of 1-(2,6-dichlorophenyl)-5-methyl-1H-pyrazole-3-carboxylic acid ethyl ester (133 mmol), 28.43 g of N-bromosuccinimide, 0.80 g of benzoyl peroxide and 1 L of carbon tetrachloride. The resulting solution was placed under a high intensity lamp for 2 hours. The resulting solution was allowed to cool to room temperature, filtered through a pad of celite. The filtrate was then concentrated in vacuo and the crude bromide was passed through a plug of silica using 40%... Yields the product COc1ccc(N2CC(C)NC(C)C2)cc1NS(=O)(=O)c1ccc(Br)cc1. RXN SMILES: [Br:18][c:19]1[cH:20][cH:21][c:22]([S:25](=[O:26])(=[O:27])[Cl:28])[cH:23][cH:24]1.[CH3:1][CH:2]1[CH2:3][N:4]([c:9]2[cH:10][cH:11][c:12]([O:16][CH3:17])[c:13]([NH2:14])[cH:15]2)[CH2:5][CH:6]([CH3:8])[NH:7]1.[Cl:29][CH2:30][Cl:31]>>[CH3:1][CH:2]1[CH2:3][N:4]([c:9]2[cH:10][cH:11][c:12]([O:16][CH3:17])[c:13]([NH:14][S:25]([c:22]3[cH:21][cH:20][c:19]([Br:18])[cH:24][cH:23]3)(=[O:26])=[O:27])[cH:15]2)[CH2:5][CH:6]([CH3:8])[NH:7]1. Reactants: O=S(=O)(Cl)c1ccc(Br)cc1, COc1ccc(N2CC(C)NC(C)C2)cc1N, ClCCl. Reactants: Cn1cc(B2OC(C)(C)C(C)(C)O2)cn1, CC#N, CCOC(C)=O, COc1cc(-c2cnc(F)c(-c3cc(Cl)ncc3N)c2)cc(OC)c1CN1CCCCC1, [F-], [K+]. Product: COc1cc(-c2cnc(F)c(-c3cc(-c4cnn(C)c4)ncc3N)c2)cc(OC)c1CN1CCCCC1. RXN SMILES: [CH3:33][n:34]1[n:35][cH:36][c:37]([B:39]2[O:40][C:41]([CH3:42])([CH3:43])[C:44]([CH3:45])([CH3:46])[O:47]2)[cH:38]1.[CH3:50][C:51]#[N:52].[CH3:53][CH2:54][O:55][C:56](=[O:57])[CH3:58].[Cl:1][c:2]1[cH:3][c:4](-[c:9]2[c:10]([F:32])[n:11][cH:12][c:13](-[c:15]3[cH:16][c:17]([O:30][CH3:31])[c:18]([CH2:23][N:24]4[CH2:25][CH2:26][CH2:27][CH2:28][CH2:29]4)[c:19]([O:21][CH3:22])[cH:20]3)[cH:14]2)[c:5]([NH2:8])[cH:6][n:7]1.[F-:48].[K+:49]>>[c:2]1(-[c:37]2[cH:36][n:35][n:34]([CH3:33])[cH:38]2)[cH:3][c:4](-[c:9]2[c:10]([F:32])[n:11][cH:12][c:13](-[c:15]3[cH:16][c:17]([O:30][CH3:31])[c:18]([CH2:23][N:24]4[CH2:25][CH2:26][CH2:27][CH2:28][CH2:29]4)[c:19]([O:21][CH3:22])[cH:20]3)[cH:14]2)[c:5]([NH2:8])[cH:6][n:7]1. Product: O1C(OCCC1)C1=CC=C(C=N1)C1=CC2=NC=CC(=C2S1)OC1=C(C=C(C=C1)NC(=O)NC1CC1)F (1-(4-(2-(6-(1,3-dioxan-2-yl)pyridin-3-yl)thieno[3,2-b]pyridin-7-yloxy)-3-fluorophenyl)-3-cyclopropylurea). The reactants are C1(CC1)N (cyclopropylamine), O1C(OCCC1)C1=CC=C(C=N1)C1=CC2=NC=CC(=C2S1)OC1=C(C=C(N)C=C1)F (4-(2-(6-(1,3-dioxan-2-yl)pyridin-3-yl)thieno[3,2-b]pyridin-7-yloxy)-3-fluoroaniline), N1=CC=CC=C1 (pyridine), ClC(=O)OC1=CC=CC=C1 (phenyl chloroformate). Procedure: To a stirred solution of compound 280 (6.32 g, 14.92 mmol) and pyridine (2.41 mL, 17.91 mmol) in DMF (70 mL) at 0° C. was added phenyl chloroformate (2.25 mL, 17.91 mmol). After 30 min cyclopropylamine (2.63 mL, 37.3 mmol) was added at RT and the reaction mixture was heated at 60° C. for 45 min. After cooling to RT the reaction mixture was diluted with water to form a precipitate that was collected by filtration, dried and purified by Biotage (SNAP 100 g cartridge; 2% of ammonium hydroxide in Me... Isolated yield 35.9%. Solvent: CN(C)C=O (DMF), O (water). As a reaction SMILES: [O:1]1[CH2:6][CH2:5][CH2:4][O:3][CH:2]1[C:7]1[N:12]=[CH:11][C:10]([C:13]2[S:21][C:20]3[C:15](=[N:16][CH:17]=[CH:18][C:19]=3[O:22][C:23]3[CH:29]=[CH:28][C:26]([NH2:27])=[CH:25][C:24]=3[F:30])[CH:14]=2)=[CH:9][CH:8]=1.[N:31]1[CH:36]=C[CH:34]=[CH:33][CH:32]=1.ClC(OC1C=CC=CC=1)=[O:39].C1(N)CC1>CN(C=O)C.O>[O:1]1[CH2:6][CH2:5][CH2:4][O:3][CH:2]1[C:7]1[N:12]=[CH:11][C:10]([C:13]2[S:21][C:20]3[C:15](=[N:16][CH:17]=[CH:18][C:19]=3[O:22][C:23]3[CH:29]=[CH:28][C:26]([NH:27][C:36]([NH:31][CH:32]4[CH2:34][CH2:33]4)=[O:39])=[CH:25][C:24]=3[F:30])[CH:14]=2)=[CH:9][CH:8]=1. Run at temperature 60 celsius. The reactants are N1C=C(C2=CC=CC=C12)CCOC1=CC=C(CC2C(N(C(S2)=O)C(C2=CC=CC=C2)(C2=CC=CC=C2)C2=CC=CC=C2)=O)C=C1 (5-{4-[2-(indol-3-yl)ethoxy]benzyl}-3-triphenylmethylthiazolidine-2,4-dione), FC(C(=O)O)(F)F (trifluoroacetic acid). Solvent: C(Cl)Cl (methylene chloride). The product is N1C=C(C2=CC=CC=C12)CCOC1=CC=C(CC2C(NC(S2)=O)=O)C=C1 (5-{4-[2-(Indol-3-yl)ethoxy]benzyl}thiazolidine-2.4-dione). Yield: 62.9%. RXN SMILES: [NH:1]1[C:9]2[C:4](=[CH:5][CH:6]=[CH:7][CH:8]=2)[C:3]([CH2:10][CH2:11][O:12][C:13]2[CH:45]=[CH:44][C:16]([CH2:17][CH:18]3[S:22][C:21](=[O:23])[N:20](C(C4C=CC=CC=4)(C4C=CC=CC=4)C4C=CC=CC=4)[C:19]3=[O:43])=[CH:15][CH:14]=2)=[CH:2]1.FC(F)(F)C(O)=O>C(Cl)Cl>[NH:1]1[C:9]2[C:4](=[CH:5][CH:6]=[CH:7][CH:8]=2)[C:3]([CH2:10][CH2:11][O:12][C:13]2[CH:45]=[CH:44][C:16]([CH2:17][CH:18]3[S:22][C:21](=[O:23])[NH:20][C:19]3=[O:43])=[CH:15][CH:14]=2)=[CH:2]1. Procedure details: A procedure similar to that described in Example 2 was repeated, except that 1.77 g of 5-{4-[2-(indol-3-yl)ethoxy]benzyl}-3-triphenylmethylthiazolidine-2,4-dione (prepared as described in Preparation 11), 53 ml of methylene chloride and 0.3 ml of trifluoroacetic acid were used, to give 0.67 g of the title compound, melting at 42.6°-44.5° C.